The task is: describe an organic reaction: reactants, conditions, products, and yield. This data is from the Open Reaction Database (ORD), a public repository of structured organic reaction records. Run in C(C)O (ethanol). The reactants are [OH-].[Na+] (sodium hydroxide), C(C)(=O)NC1=CC(=NC(N1OC(C)=O)=N)N1CCCCC1 (6-acetamido-1-acetoxy-1,2-dihydro-2-imino-4-piperidinopyrimidine). The product is NC1=CC(=NC(N1O)=N)N1CCCCC1 (6-amino-1,2-dihydro-1-hydroxy-2-imino-4-piperidinopyrimidine). RXN SMILES: C([NH:4][C:5]1[N:10]([O:11]C(=O)C)[C:9](=[NH:15])[N:8]=[C:7]([N:16]2[CH2:21][CH2:20][CH2:19][CH2:18][CH2:17]2)[CH:6]=1)(=O)C.[OH-].[Na+]>C(O)C>[NH2:4][C:5]1[N:10]([OH:11])[C:9](=[NH:15])[N:8]=[C:7]([N:16]2[CH2:17][CH2:18][CH2:19][CH2:20][CH2:21]2)[CH:6]=1 |f:1.2|. Procedure details: 1.0 g (3.4 mmoles) of 6-acetamido-1-acetoxy-1,2-dihydro-2-imino-4-piperidinopyrimidine prepared as described in Example 7 is dissolved in a mixture containing 20 ml of ethanol and 5 ml of 1N aqueous sodium hydroxide solution, the mixture is refluxed for 30 minutes, then evaporated under reduced pressure. Taking up the residue in 10 ml of water, the crystals are filtered, washed with water and dried to give the aimed compound in a yield of 0.54 g (76%), which shows no melting point depression whe...